Task: describe an organic reaction: reactants, conditions, products, and yield. Dataset: the Open Reaction Database (ORD), a public repository of structured organic reaction records The product is Cc1cc(I)c(N)c(F)c1F. Reaction SMILES: [C:14]([O-:15])(=[O:16])[CH3:17].[C:26](=[O:27])([OH:28])[OH:29].[CH3:31][C:32](=[O:33])[OH:34].[CH3:35][CH2:36][O:37][CH2:38][CH3:39].[F:1][c:2]1[c:3]([NH2:4])[cH:5][cH:6][c:7]([CH3:10])[c:8]1[F:9].[I:19][Cl:20].[Na+:18].[Na+:25].[Na+:30].[OH2:11].[OH2:12].[OH2:13].[S:21]([O-:22])([O-:23])=[O:24]>>[F:1][c:2]1[c:3]([NH2:4])[c:5]([I:19])[cH:6][c:7]([CH3:10])[c:8]1[F:9]. Reactants: CC(=O)[O-], O=C(O)O, CC(=O)O, CCOCC, Cc1ccc(N)c(F)c1F, ClI, [Na+], [Na+], [Na+], O, O, O, O=S([O-])[O-]. The reactants are C(C)(=O)OCC (Ethyl acetate), CC1(C=2C=CC(=CC2C(=CC1)C1=CC=C(C=C1)C)C(=O)OC1=CC=C(C(=O)OCC[Si](C)(C)C)C=C1)C (2- trimethylsilylethyl 4[[(5,6-dihydro-5,5-dimethyl-8-(4- methylphenyl)-2-naphthalenyl)carbonyl]oxy]-benzoate), CC1(C=2C=CC(=CC2C(=CC1)C1=CC=C(C=C1)C)C(=O)OC1=CC=C(C(=O)OCC[Si](C)(C)C)C=C1)C (2- trimethylsilylethyl 4[[(5,6-dihydro-5,5-dimethyl-8-(4- methylphenyl)-2-naphthalenyl)carbonyl]oxy]-benzoate), [F-].C(CCC)[N+](CCCC)(CCCC)CCCC (tetrabutylammonium flouride), solution. Run in C1CCOC1 (THF), C1CCOC1 (THF). Product: CC1(C=2C=CC(=CC2C(=CC1)C1=CC=C(C=C1)C)C(=O)OC1=CC=C(C(=O)O)C=C1)C (4-[[(5,6-Dihydro-5,5-dimethyl-8-(4-methylphenyl)-2-naphthalenyl)carbonyl]oxy]-benzoic acid). RXN SMILES: [CH3:1][C:2]1([CH3:37])[CH2:11][CH:10]=[C:9]([C:12]2[CH:17]=[CH:16][C:15]([CH3:18])=[CH:14][CH:13]=2)[C:8]2[CH:7]=[C:6]([C:19]([O:21][C:22]3[CH:36]=[CH:35][C:25]([C:26]([O:28]CC[Si](C)(C)C)=[O:27])=[CH:24][CH:23]=3)=[O:20])[CH:5]=[CH:4][C:3]1=2.[F-].C([N+](CCCC)(CCCC)CCCC)CCC.C(OCC)(=O)C>C1COCC1>[CH3:1][C:2]1([CH3:37])[CH2:11][CH:10]=[C:9]([C:12]2[CH:17]=[CH:16][C:15]([CH3:18])=[CH:14][CH:13]=2)[C:8]2[CH:7]=[C:6]([C:19]([O:21][C:22]3[CH:23]=[CH:24][C:25]([C:26]([OH:28])=[O:27])=[CH:35][CH:36]=3)=[O:20])[CH:5]=[CH:4][C:3]1=2 |f:1.2|. Reported procedure: A solution of 110.0 mg (0.213 mmol) 2- trimethylsilylethyl 4[[(5,6-dihydro-5,5-dimethyl-8-(4- methylphenyl)-2-naphthalenyl)carbonyl]oxy]-benzoate (Compound 38) and 167.3 mg of tetrabutylammonium flouride (0.640 mmol, 0.64 ml of a 1M solution in THF) in 2.0 ml THF was stirred at room temperature for 22 hours. Ethyl acetate was added and the resulting solution washed with H2O and saturated aqueous NaCl then dried over MgSO4. Removal of the solvents under reduced pressure and washing of the residua... The reactants are CS(=O)(=O)OCC1=C(C(=NO1)C)C=1C(=NN(C1)C)C(C1=CC=C(C=C1)Cl)=O ((4-(3-(4-chlorobenzoyl)-1-methyl-1H-pyrazol-4-yl)-3-methylisoxazol-5-yl)methyl methanesulfonate), [N-]=[N+]=[N-].[Na+] (sodium azide). The solvent is CN(C=O)C (N,N-dimethylformamide). Conditions: temperature 80 celsius, time 10 hour. The product is N(=[N+]=[N-])CC1=C(C(=NO1)C)C=1C(=NN(C1)C)C(=O)C1=CC=C(C=C1)Cl ((4-(5-(azidomethyl)-3-methylisoxazol-4-yl)-1-methyl-1H-pyrazol-3-yl)(4-chlorophenyl)methanone). The yield is 93.4%. As a reaction SMILES: CS(O[CH2:6][C:7]1[O:11][N:10]=[C:9]([CH3:12])[C:8]=1[C:13]1[C:14]([C:19](=[O:27])[C:20]2[CH:25]=[CH:24][C:23]([Cl:26])=[CH:22][CH:21]=2)=[N:15][N:16]([CH3:18])[CH:17]=1)(=O)=O.[N-:28]=[N+:29]=[N-:30].[Na+]>CN(C)C=O>[N:28]([CH2:6][C:7]1[O:11][N:10]=[C:9]([CH3:12])[C:8]=1[C:13]1[C:14]([C:19]([C:20]2[CH:25]=[CH:24][C:23]([Cl:26])=[CH:22][CH:21]=2)=[O:27])=[N:15][N:16]([CH3:18])[CH:17]=1)=[N+:29]=[N-:30] |f:1.2|. Procedure details: A mixture of (4-(3-(4-chlorobenzoyl)-1-methyl-1H-pyrazol-4-yl)-3-methylisoxazol-5-yl)methyl methanesulfonate (35 mg, 0.09 mmol), sodium azide (12 mg, 0.18 mmol) in N,N-dimethylformamide (10 mL) was heated to 80° C. and stirred for 10 h. After cooling to room temperature, the mixture was concentrated, and the residue was purified by flash chromatography eluting with petroleum ether/ethyl acetate=1:3 to give the titled product as a colorless oil (30 mg, 94%). LC/MS: m/z 356 [M+H]+; 1H NMR (300 MHz... RXN SMILES: [F:1][C:2]1[CH:31]=[CH:30][C:5]([C:6]([NH:8][CH2:9][C:10]2([C:26]([F:29])([F:28])[F:27])[C:15]3[CH:16]=[C:17]([N:20]4[CH:24]=[CH:23][CH:22]=[N:21]4)[CH:18]=[CH:19][C:14]=3[NH:13][C:12](=[O:25])[O:11]2)=[O:7])=[CH:4][CH:3]=1.CCCCCC>C(O)C>[F:1][C:2]1[CH:31]=[CH:30][C:5]([C:6]([NH:8][CH2:9][C@:10]2([C:26]([F:28])([F:27])[F:29])[C:15]3[CH:16]=[C:17]([N:20]4[CH:24]=[CH:23][CH:22]=[N:21]4)[CH:18]=[CH:19][C:14]=3[NH:13][C:12](=[O:25])[O:11]2)=[O:7])=[CH:4][CH:3]=1. The solvent is C(C)O (ethanol). Procedure details: 4-Fluoro-N-{[2-oxo-6-(1H-pyrazol-1-yl)-4-(trifluoromethyl)-1,4-dihydro-2H-3,1-benzoxazin-4-yl]methyl}benzamide was subjected to optical resolution by HPLC (Chiralpack AD-H, n-hexane:ethanol=4:1), and a fraction eluted at a later time was concentrated, whereby the objective compound was obtained. Reactants: FC1=CC=C(C(=O)NCC2(OC(NC3=C2C=C(C=C3)N3N=CC=C3)=O)C(F)(F)F)C=C1 (4-Fluoro-N-{[2-oxo-6-(1H-pyrazol-1-yl)-4-(trifluoromethyl)-1,4-dihydro-2H-3,1-benzoxazin-4-yl]methyl}benzamide), CCCCCC (n-hexane). Product: FC1=CC=C(C(=O)NC[C@]2(OC(NC3=C2C=C(C=C3)N3N=CC=C3)=O)C(F)(F)F)C=C1 (4-fluoro-N-{[(4S*)-2-oxo-6-(1H-pyrazol-1-yl)-4-(trifluoromethyl)-1,4-dihydro-2H-3,1-benzoxazin-4-yl]methyl}benzamide). Reactants: COC1=NC=CC(=C1)C(CC)=O (1-(2-methoxy-pyridin-4-yl)-propan-1-one), C(CCO)O (1,3-propandiol), C(=O)(O)[O-].[Na+] (NaHCO3), COC1=NC=CC(=C1)C(CC)=O (1-(2-methoxy-pyridin-4-yl)-propan-1-one). The reagents and catalysts are S(O)(O)(=O)=O (sulfuric acid), O.C1(=CC=C(C=C1)S(=O)(=O)O)C (para-toluene sulfonic acid monohydrate). Solvent: C1(=CC=CC=C1)C (toluene). The product is C(C)C1(OCCCO1)C1=CC(=NC=C1)OC (4-(2-ethyl-[1,3]dioxan-2-yl)-2-methoxy-pyridine). The yield is 61.5%. As a reaction SMILES: [CH3:1][O:2][C:3]1[CH:8]=[C:7]([C:9](=[O:12])[CH2:10][CH3:11])[CH:6]=[CH:5][N:4]=1.[CH2:13](O)[CH2:14][CH2:15][OH:16].C([O-])(O)=O.[Na+]>C1(C)C=CC=CC=1.S(=O)(=O)(O)O.O.C1(C)C=CC(S(O)(=O)=O)=CC=1>[CH2:10]([C:9]1([C:7]2[CH:6]=[CH:5][N:4]=[C:3]([O:2][CH3:1])[CH:8]=2)[O:16][CH2:15][CH2:14][CH2:13][O:12]1)[CH3:11] |f:2.3,6.7|. Procedure: To a stirred solution of 38.23 g of 1-(2-methoxy-pyridin-4-yl)-propan-1-one (231.4 mmol) as obtainable from Example 2 in 575 mL toluene were added 100 mL 1,3-propandiol (1.39 mol, 6.0 eq), 473 μL sulfuric acid (4.63 mmol, 0.02 eq) and 889 mg para-toluene sulfonic acid monohydrate (4.63 mmol, 0.02 eq). The reaction mixture was heated for 72 h (NMR control: <2% starting material 1-(2-methoxy-pyridin-4-yl)-propan-1-one) to reflux using a Dean-Stark trap (oil bath temperature 160° C.). After cooling...